From a dataset of the Open Reaction Database (ORD), a public repository of structured organic reaction records. describe an organic reaction: reactants, conditions, products, and yield Reactants: N1(C=NC=C1)C(CCC)C1=CC=C(C(=O)C2=CC=CC=C2)C=C1 (4-[1-(1-imidazolyl)-butyl]-benzophenone), B.[Na] (sodium boron hydride). The solvent is O1CCOCC1.O (dioxane water). Yields the product N1(C=NC=C1)C(CCC)C1=CC=C(C=C1)C(C1=CC=CC=C1)O (alpha-[4-[1-(1-Imidazolyl)-butyl]-phenyl]-benzyl alcohol). Procedure: By reduction of the ketone of example 17 with sodium boron hydride in dioxane/water (90:10); boiling point 250° C./0.03 mbar. Reaction SMILES: [N:1]1([CH:6]([C:10]2[CH:23]=[CH:22][C:13]([C:14]([C:16]3[CH:21]=[CH:20][CH:19]=[CH:18][CH:17]=3)=[O:15])=[CH:12][CH:11]=2)[CH2:7][CH2:8][CH3:9])[CH:5]=[CH:4][N:3]=[CH:2]1.B.[Na]>O1CCOCC1.O>[N:1]1([CH:6]([C:10]2[CH:23]=[CH:22][C:13]([CH:14]([OH:15])[C:16]3[CH:21]=[CH:20][CH:19]=[CH:18][CH:17]=3)=[CH:12][CH:11]=2)[CH2:7][CH2:8][CH3:9])[CH:5]=[CH:4][N:3]=[CH:2]1 |f:1.2,3.4,^1:24|.